Task: describe an organic reaction: reactants, conditions, products, and yield. Dataset: the Open Reaction Database (ORD), a public repository of structured organic reaction records Reactants: C1(CCCCC1)N=C=NC1CCCCC1 (Dicyclohexylcarbodiimide), C(C)(=O)C1=CC=C(S1)CC(=O)O ((5-Acetyl-thiophen-2-yl)-acetic acid), OCC1(COC1)C (3-hydroxymethyl-3-methyloxetane), CN(C)C1=NC=CC=C1 (dimethylaminopyridine). Solvent: C1CCOC1 (THF). Conditions: temperature 0 celsius, time 1 hour. The product is CC1(COC1)COC(CC=1SC(=CC1)C(C)=O)=O ((5-Acetyl-thiophen-2-yl)-acetic acid 3-methyl-oxetan-3-ylmethyl ester). The yield is 78.7%. As a reaction SMILES: [C:1]([C:4]1[S:8][C:7]([CH2:9][C:10]([OH:12])=[O:11])=[CH:6][CH:5]=1)(=[O:3])[CH3:2].O[CH2:14][C:15]1([CH3:19])[CH2:18][O:17][CH2:16]1.CN(C1C=CC=CN=1)C.C1(N=C=NC2CCCCC2)CCCCC1>C1COCC1>[CH3:14][C:15]1([CH2:19][O:11][C:10](=[O:12])[CH2:9][C:7]2[S:8][C:4]([C:1](=[O:3])[CH3:2])=[CH:5][CH:6]=2)[CH2:18][O:17][CH2:16]1. Procedure details: (5-Acetyl-thiophen-2-yl)-acetic acid (2 g, 10.8 mmol), 3-hydroxymethyl-3-methyloxetane (1.07 mL, 10.8 mmol), and dimethylaminopyridine (221 mg, 1.08 mmol) were dissolved in 5 mL of dry THF and cooled to 0° C. Dicyclohexylcarbodiimide (2.24 g, 10.8 mmol) was added and the mixture was stirred at 0° C. for 1 hr, then warmed to room temperature and stirred overnight. The mixture was cooled to 0° C. and filtered. The white solid was washed with cold THF and the combined filtrates were concentrated. T... The reactants are O=C1CCC(=O)N1Br, O=C(OOC(=O)c1ccccc1)c1ccccc1, ClC(Cl)(Cl)Cl, COC(=O)c1cc([N+](=O)[O-])ccc1C, O. The product is COC(=O)c1cc([N+](=O)[O-])ccc1CBr. As a reaction SMILES: [Br:34][N:35]1[C:36](=[O:37])[CH2:38][CH2:39][C:40]1=[O:41].[C:15]([O:16][O:17][C:18](=[O:19])[c:20]1[cH:21][cH:22][cH:23][cH:24][cH:25]1)(=[O:26])[c:27]1[cH:28][cH:29][cH:30][cH:31][cH:32]1.[C:42]([Cl:43])([Cl:44])([Cl:45])[Cl:46].[CH3:1][c:2]1[c:3]([C:4](=[O:5])[O:6][CH3:7])[cH:8][c:9]([N+:12](=[O:13])[O-:14])[cH:10][cH:11]1.[OH2:33]>>[CH2:1]([c:2]1[c:3]([C:4](=[O:5])[O:6][CH3:7])[cH:8][c:9]([N+:12](=[O:13])[O-:14])[cH:10][cH:11]1)[Br:34].